Dataset: the Open Reaction Database (ORD), a public repository of structured organic reaction records. Task: describe an organic reaction: reactants, conditions, products, and yield The reactants are [OH-].[Na+] (sodium hydroxide), COC1=C(C=C2C(=N1)C(=CN2C)C2=CC=1C(=NC=CC1\C=N\C1=CC=C(C=C1)O)N2)OC (4-{[1-[2-(5,6-dimethoxy-1-methyl-1H-pyrrolo[3,2-b]pyridin-3-yl)-1H-pyrrolo[2,3-b]pyridin-4-yl]meth-(E)-ylidene]amino}phenol), C(#N)[BH3-].[Na+] (sodium cyanoborohydride). The reagents and catalysts are [Cl-].[Zn+2].[Cl-] (zinc chloride). Solvent: ClCCl (dichloromethane), O (water), CO (methanol). Reaction conditions: time 4 hour. Yields the product COC1=C(C=C2C(=N1)C(=CN2C)C2=CC=1C(=NC=CC1CNC1=CC=C(C=C1)O)N2)OC (4-{[2-(5,6-dimethoxy-1-methyl-1H-pyrrolo[3,2-b]pyridin-3-yl)-1H-pyrrolo[2,3-b]pyridin-4-ylmethyl]amino}phenol). The yield is 46.8%. Reaction SMILES: [CH3:1][O:2][C:3]1[N:8]=[C:7]2[C:9]([C:13]3[NH:30][C:16]4=[N:17][CH:18]=[CH:19][C:20](/[CH:21]=[N:22]/[C:23]5[CH:28]=[CH:27][C:26]([OH:29])=[CH:25][CH:24]=5)=[C:15]4[CH:14]=3)=[CH:10][N:11]([CH3:12])[C:6]2=[CH:5][C:4]=1[O:31][CH3:32].C([BH3-])#N.[Na+].[OH-].[Na+]>CO.O.ClCCl.[Cl-].[Zn+2].[Cl-]>[CH3:1][O:2][C:3]1[N:8]=[C:7]2[C:9]([C:13]3[NH:30][C:16]4=[N:17][CH:18]=[CH:19][C:20]([CH2:21][NH:22][C:23]5[CH:28]=[CH:27][C:26]([OH:29])=[CH:25][CH:24]=5)=[C:15]4[CH:14]=3)=[CH:10][N:11]([CH3:12])[C:6]2=[CH:5][C:4]=1[O:31][CH3:32] |f:1.2,3.4,8.9.10|. Procedure details: To a solution of 0.085 g of 4-{[1-[2-(5,6-dimethoxy-1-methyl-1H-pyrrolo[3,2-b]pyridin-3-yl)-1H-pyrrolo[2,3-b]pyridin-4-yl]meth-(E)-ylidene]amino}phenol in 20 cm3 of methanol, at a temperature in the region of 20° C., are added 0.013 g of zinc chloride and 0.013 g of sodium cyanoborohydride. The reaction medium is stirred at the same temperature for 4 hours. The reaction medium is concentrated under reduced pressure. The residue obtained is taken up in 10 cm3 of water and 25 cm3 of dichloromethan... Starting materials: ClCCCO (3-chloropropanol), C(C)OC(\C=C\C)=O (crotonic acid ethyl ester), [H-].[Na+] (sodium hydride), C(C)OC(CC(OCCCI)C)=O (7-iodo-3-methyl-4-oxaheptanoic acid ethyl ester). Product: C(C)OC(CC(OCCCCl)C)=O (7-chloro-3-methyl-4-oxaheptanoic acid ethyl ester). RXN SMILES: [CH2:1]([O:3][C:4](=[O:13])[CH2:5][CH:6]([CH3:12])[O:7][CH2:8][CH2:9][CH2:10]I)[CH3:2].[Cl:14]CCCO.C(OC(=O)/C=C/C)C.[H-].[Na+]>>[CH2:1]([O:3][C:4](=[O:13])[CH2:5][CH:6]([CH3:12])[O:7][CH2:8][CH2:9][CH2:10][Cl:14])[CH3:2] |f:3.4|. Reported procedure: The 7-iodo-3-methyl-4-oxaheptanoic acid ethyl ester was obtained in the following manner: The 3-chloropropanol was added to the crotonic acid ethyl ester in the presence of sodium hydride to obtain the 7-chloro-3-methyl-4-oxaheptanoic acid ethyl ester (boiling point1 : 74° - 82° C). Then the 7-iodo-3-methyl-4-oxaheptanoic acid ethyl ester (boiling point0.05 : 62° - 65° C) was obtained in acetone with sodium iodide according to Finkelstein. Starting materials: BrC1=NC(=CC=C1OC)[N+](=O)[O-] (2-bromo-3-methoxy-6-nitropyridine), O.NN (hydrazine monohydrate). The reagents and catalysts are [C].[Pd] (palladium-carbon). Solvent: C(C)O (ethanol). Product: NC1=NC=C(C=C1)OC (2-amino-5-methoxypyridine). Isolated yield 88.0%. Reaction SMILES: Br[C:2]1[C:7]([O:8][CH3:9])=[CH:6][CH:5]=[C:4]([N+:10]([O-])=O)[N:3]=1.O.NN>C(O)C.[C].[Pd]>[NH2:10][C:4]1[CH:5]=[CH:6][C:7]([O:8][CH3:9])=[CH:2][N:3]=1 |f:1.2,4.5|. Reported procedure: 17.36 g (corresponding to 74.50 mmol) of 2-bromo-3-methoxy-6-nitropyridine was dissolved in 520 mL of ethanol, and 11.63 g (50% wet) of 10% palladium-carbon was added thereto under argon atmosphere. To the mixture, 88.4 mL of hydrazine monohydrate was added dropwise. After the reaction mixture was refluxed for 45 minutes, the reaction solution was cooled down to room temperature. Then, after palladium-carbon was filtered off, the residue was washed with ethanol, and the washings were combined wi... The reactants are O (water), N1(CCC1)C(=O)C=1N=CC(=NC1)OC=1C=C(C(=O)OC)C=C(C1)O[C@@H]1C(N(CC1)C)=O (Methyl 3-[5-(azetidine-1-carbonyl)pyrazin-2-yl]oxy-5-[(3S)-1-methyl-2-oxo-pyrrolidin-3-yl]oxy-benzoate), N1(CCC1)C(=O)C=1N=CC(=NC1)OC=1C=C(C(=O)OC)C=C(C1)O[C@@H]1C(N(CC1)C)=O (Methyl 3-[5-(azetidine-1-carbonyl)pyrazin-2-yl]oxy-5-[(3S)-1-methyl-2-oxo-pyrrolidin-3-yl]oxy-benzoate), [OH-].[Li+] (lithium hydroxide), resultant solution. The solvent is CO (methanol), C1CCOC1 (THF). The product is N1(CCC1)C(=O)C=1N=CC(=NC1)OC=1C=C(C(=O)O)C=C(C1)O[C@@H]1C(N(CC1)C)=O (3-[5-(azetidine-1-carbonyl)pyrazin-2-yl]oxy-5-[(3S)-1-methyl-2-oxo-pyrrolidin-3-yl]oxy-benzoic acid). The yield is 90.5%. Reaction SMILES: [N:1]1([C:5]([C:7]2[N:8]=[CH:9][C:10]([O:13][C:14]3[CH:15]=[C:16]([CH:21]=[C:22]([O:24][C@H:25]4[CH2:29][CH2:28][N:27]([CH3:30])[C:26]4=[O:31])[CH:23]=3)[C:17]([O:19]C)=[O:18])=[N:11][CH:12]=2)=[O:6])[CH2:4][CH2:3][CH2:2]1.[OH-].[Li+].O>C1COCC1.CO>[N:1]1([C:5]([C:7]2[N:8]=[CH:9][C:10]([O:13][C:14]3[CH:15]=[C:16]([CH:21]=[C:22]([O:24][C@H:25]4[CH2:29][CH2:28][N:27]([CH3:30])[C:26]4=[O:31])[CH:23]=3)[C:17]([OH:19])=[O:18])=[N:11][CH:12]=2)=[O:6])[CH2:2][CH2:3][CH2:4]1 |f:1.2|. Reported procedure: Methyl 3-[5-(azetidine-1-carbonyl)pyrazin-2-yl]oxy-5-[(3S)-1-methyl-2-oxo-pyrrolidin-3-yl]oxy-benzoate (Intermediate 7) (304 mg, 0.71 mmol) was dissolved in THF (6 mL) and methanol (2 mL); 1 N lithium hydroxide solution (0.85 mL) was added followed by water (8 mL), and the resultant solution was stirred for 1 hr at room temperature. The majority of the organic solvent was removed by distillation, the remaining aqueous solution was filtered and acidified with 2N hydrochloric acid and extracted wi... Reactants: Cl (hydrochloric acid), C1(\C=C/C(=O)O1)=O (maleic anhydride), [Cl-].[Al+3].[Cl-].[Cl-] (aluminum chloride), ClC1=C(C=CC=C1)OC (1-chloro-2-methoxybenzene), [Cl-].[Al+3].[Cl-].[Cl-] (aluminum chloride). Run in ClC1=CC=CC=C1 (chlorobenzene). Run at temperature 10 celsius, time 24 hour. The product is ClC=1C=C(C=CC1OC)C(/C=C/C(=O)O)=O ((E)-4-(3-chloro-4-methoxyphenyl)-4-oxo-2-butenoic acid). Isolated yield 60.5%. RXN SMILES: [C:1]1(=[O:7])[O:6][C:4](=[O:5])[CH:3]=[CH:2]1.[Cl-].[Al+3].[Cl-].[Cl-].[Cl:12][C:13]1[CH:18]=[CH:17][CH:16]=[CH:15][C:14]=1[O:19][CH3:20].Cl>ClC1C=CC=CC=1>[Cl:12][C:13]1[CH:18]=[C:17]([C:4](=[O:5])/[CH:3]=[CH:2]/[C:1]([OH:6])=[O:7])[CH:16]=[CH:15][C:14]=1[O:19][CH3:20] |f:1.2.3.4|. Reported procedure: Into a 500 ml four-neck flask were charged 66.9 g (0.682 mol) of maleic anhydride and 150 ml of chlorobenzene under a nitrogen atmosphere. Then, the whole was cooled to 10° C. or lower and 67.6 g (0.507 mol) of aluminum chloride was added thereto. While temperature was maintained at 10 to 15° C., 23.2 ml (0.195 mol) of 1-chloro-2-methoxybenzene was added dropwise, followed by 51 hours of reaction at 20 to 30° C. After termination of the reaction was confirmed by HPLC analysis, the reaction solut...